From a dataset of the Open Reaction Database (ORD), a public repository of structured organic reaction records. describe an organic reaction: reactants, conditions, products, and yield Conditions: temperature -20 celsius. The reactants are [H-].[Al+3].[Li+].[H-].[H-].[H-] (lithium aluminum hydride), C(#N)C(CN1CCC(CC1)(C1=CC=CC=C1)C#N)C ((+/−)-1-(2-cyanopropyl)-4-cyano-4-phenyl-piperidine), O (water), [OH-].[Na+] (sodium hydroxide), O (water). Product: NCC(CN1CCC(CC1)(C1=CC=CC=C1)C#N)C ((+/−)-1-(3-amino-2-methylpropyl)-4-cyano-4-phenyl-piperidine). Procedure: A solution of (+/−)-1-(2-cyanopropyl)-4-cyano-4-phenyl-piperidine (1.75 g, 6.91 mmol) in tetrahydrofuran (12 mL) was cooled to −78° C. and 1 M lithium aluminum hydride in tetrahydrofuran (3.9 ml) was added via syringe. The solution was warmed to −20° C. and after 4.5 hours, the reaction was worked up by sequential addition of water (0.20 mL), 2 M sodium hydroxide(0.40 mL), and water (0.20 mL). The reaction was then warmed to room temperature and diluted with ethyl acetate. The organic layer was ... Solvent: C(C)(=O)OCC (ethyl acetate), O1CCCC1 (tetrahydrofuran), O1CCCC1 (tetrahydrofuran). RXN SMILES: [C:1]([CH:3]([CH3:19])[CH2:4][N:5]1[CH2:10][CH2:9][C:8]([C:17]#[N:18])([C:11]2[CH:16]=[CH:15][CH:14]=[CH:13][CH:12]=2)[CH2:7][CH2:6]1)#[N:2].[H-].[Al+3].[Li+].[H-].[H-].[H-].O.[OH-].[Na+]>O1CCCC1.C(OCC)(=O)C>[NH2:2][CH2:1][CH:3]([CH3:19])[CH2:4][N:5]1[CH2:6][CH2:7][C:8]([C:17]#[N:18])([C:11]2[CH:12]=[CH:13][CH:14]=[CH:15][CH:16]=2)[CH2:9][CH2:10]1 |f:1.2.3.4.5.6,8.9|.